Dataset: the Open Reaction Database (ORD), a public repository of structured organic reaction records. Task: describe an organic reaction: reactants, conditions, products, and yield The reactants are CCO, NO, O, N#Cc1cc(Br)c(O)c(Br)c1. Product: NC(=NO)c1cc(Br)c(O)c(Br)c1. As a reaction SMILES: [CH3:15][CH2:16][OH:17].[NH2:1][OH:2].[OH2:14].[OH:3][c:4]1[c:5]([Br:6])[cH:7][c:8]([C:12]#[N:13])[cH:9][c:10]1[Br:11]>>[N:1]([OH:2])=[C:12]([c:8]1[cH:7][c:5]([Br:6])[c:4]([OH:3])[c:10]([Br:11])[cH:9]1)[NH2:13]. Starting materials: O=C([O-])[O-], COCCOC, CCO, CCOC(C)=O, COCCn1cc(Cl)sc1=NC(C)=O, OB(O)c1ccc(F)cc1F, [Na+], [Na+], O, Cl[Pd]Cl, c1ccc(P(c2ccccc2)c2ccccc2)cc1, c1ccc(P(c2ccccc2)c2ccccc2)cc1. Yields the product COCCn1cc(-c2ccc(F)cc2F)sc1=NC(C)=O. Reaction SMILES: [C:26](=[O:27])([O-:28])[O-:29].[CH3:32][O:33][CH2:34][CH2:35][O:36][CH3:37].[CH3:39][CH2:40][OH:41].[CH3:42][CH2:43][O:44][C:45](=[O:46])[CH3:47].[Cl:1][c:2]1[cH:3][n:4]([CH2:11][CH2:12][O:13][CH3:14])[c:5](=[N:7][C:8]([CH3:9])=[O:10])[s:6]1.[F:15][c:16]1[c:17]([B:23]([OH:24])[OH:25])[cH:18][cH:19][c:20]([F:22])[cH:21]1.[Na+:30].[Na+:31].[OH2:38].[Pd:48]([Cl:49])[Cl:50].[c:51]1([P:52]([c:53]2[cH:54][cH:55][cH:56][cH:57][cH:58]2)[c:59]2[cH:60][cH:61][cH:62][cH:63][cH:64]2)[cH:65][cH:66][cH:67][cH:68][cH:69]1.[c:70]1([P:71]([c:72]2[cH:73][cH:74][cH:75][cH:76][cH:77]2)[c:78]2[cH:79][cH:80][cH:81][cH:82][cH:83]2)[cH:84][cH:85][cH:86][cH:87][cH:88]1>>[c:2]1(-[c:17]2[c:16]([F:15])[cH:21][c:20]([F:22])[cH:19][cH:18]2)[cH:3][n:4]([CH2:11][CH2:12][O:13][CH3:14])[c:5](=[N:7][C:8]([CH3:9])=[O:10])[s:6]1. Starting materials: C(C)OC(=O)C1CCN(CC1)CC1=COC2=C1C=CC(=C2)OC=2SC1=C(N2)C=CC=C1 (1-[6-(benzothiazol-2-yloxy)-benzofuran-3-ylmethyl]-piperidine-4-carboxylic acid ethyl ester), [OH-].[K+] (KOH), Cl (HCl). The solvent is CC(C)O (IPA). Conditions: time 2 hour. Yields the product C(=O)O.S1C(=NC2=C1C=CC=C2)OC2=CC1=C(C(=CO1)CN1CCC(CC1)C(=O)O)C=C2 (1-[6-(Benzothiazol-2-yloxy)-benzofuran-3-ylmethyl]-piperidine-4-carboxylic acid formate). Isolated yield 48.3%. As a reaction SMILES: C([O:3][C:4]([CH:6]1[CH2:11][CH2:10][N:9]([CH2:12][C:13]2[C:17]3[CH:18]=[CH:19][C:20]([O:22][C:23]4[S:24][C:25]5[CH:31]=[CH:30][CH:29]=[CH:28][C:26]=5[N:27]=4)=[CH:21][C:16]=3[O:15][CH:14]=2)[CH2:8][CH2:7]1)=[O:5])C.[OH-].[K+].Cl>CC(O)C>[CH:4]([OH:5])=[O:3].[S:24]1[C:25]2[CH:31]=[CH:30][CH:29]=[CH:28][C:26]=2[N:27]=[C:23]1[O:22][C:20]1[CH:19]=[CH:18][C:17]2[C:13]([CH2:12][N:9]3[CH2:10][CH2:11][CH:6]([C:4]([OH:5])=[O:3])[CH2:7][CH2:8]3)=[CH:14][O:15][C:16]=2[CH:21]=1 |f:1.2,5.6|. Procedure: To a solution 1-[6-(benzothiazol-2-yloxy)-benzofuran-3-ylmethyl]-piperidine-4-carboxylic acid ethyl ester (342 mg, 0.783 mmol) in IPA (8 mL) was added 2 M KOH (3.9 mL, 7.8 mmol) and stirred (rt, 2 h). The pH of the reaction mixture was adjusted to pH 8 with 1 M HCl (1.7 mL) and partitioned with DCM (30 mL). The aqueous phase was extracted with DCM (3×30 mL). The organic layers were combined, dried, filtered and concentrated in vacuo. The resulting residue was purified by reverse phase HPLC to pr... Starting materials: crude product, C(C)(C)(C)OC(NC1=C(C=C(C(=C1)C)Cl)N)=O ((2-amino-4-chloro-5-methyl-phenyl)-carbamic acid tert-butyl ester), C(C)(C)(C)OC(CC(=O)C1=CC(=CC=C1)C1=NC(=NC(=C1)C)NCCO)=O (3-{3-[2-(2-hydroxy-ethylamino)-6-methyl-pyrimidin-4-yl]-phenyl}-3-oxo-propionic acid tert-butyl ester). Product: ClC=1C(=CC2=C(NC(CC(=N2)C2=CC(=CC=C2)C2=NC(=NC(=C2)C)NCCO)=O)C1)C (8-Chloro-4-{3-[2-(2-hydroxy-ethylamino)-6-methyl-pyrimidin-4-yl]-phenyl}-7-methyl-1,3-dihydro-benzo[b][1,4]diazepin-2-one), solid. As a reaction SMILES: C(OC(=O)[NH:7][C:8]1[CH:13]=[C:12]([CH3:14])[C:11]([Cl:15])=[CH:10][C:9]=1[NH2:16])(C)(C)C.C(O[C:23](=[O:44])[CH2:24][C:25]([C:27]1[CH:32]=[CH:31][CH:30]=[C:29]([C:33]2[CH:38]=[C:37]([CH3:39])[N:36]=[C:35]([NH:40][CH2:41][CH2:42][OH:43])[N:34]=2)[CH:28]=1)=O)(C)(C)C>>[Cl:15][C:11]1[C:12]([CH3:14])=[CH:13][C:8]2[N:7]=[C:25]([C:27]3[CH:32]=[CH:31][CH:30]=[C:29]([C:33]4[CH:38]=[C:37]([CH3:39])[N:36]=[C:35]([NH:40][CH2:41][CH2:42][OH:43])[N:34]=4)[CH:28]=3)[CH2:24][C:23](=[O:44])[NH:16][C:9]=2[CH:10]=1. Procedure: The title compound was prepared from (2-amino-4-chloro-5-methyl-phenyl)-carbamic acid tert-butyl ester (Example J22) (128 mg, 0.5 mmol) and 3-{3-[2-(2-hydroxy-ethylamino)-6-methyl-pyrimidin-4-yl]-phenyl}-3-oxo-propionic acid tert-butyl ester (Example K50) (251 mg, 0.55 mmol) according to the general procedure M and subsequent treatment of the crude product according to the general procedure N. Obtained as a light yellow solid (136 mg).